This data is from the Open Reaction Database (ORD), a public repository of structured organic reaction records. The task is: describe an organic reaction: reactants, conditions, products, and yield Reactants: OC1(c2ccc(Br)cc2)CCNCC1, O=C(O)C(F)(F)F. Yields the product Brc1ccc(C2=CCNCC2)cc1. As a reaction SMILES: [Br:1][c:2]1[cH:3][cH:4][c:5]([C:8]2([OH:14])[CH2:9][CH2:10][NH:11][CH2:12][CH2:13]2)[cH:6][cH:7]1.[OH:15][C:16]([C:17]([F:18])([F:19])[F:20])=[O:21]>>[Br:1][c:2]1[cH:3][cH:4][c:5]([C:8]2=[CH:9][CH2:10][NH:11][CH2:12][CH2:13]2)[cH:6][cH:7]1. Reactants: O (water), [Na+].[I-] (NaI), BrCC1=CC=C(C#N)C=C1 (4-Bromomethyl benzonitrile), N1(CCCC1)C1=CCCCC1 (pyrrolidino-1-cyclohexene). Run in CCO (EtOH). Product: O=C1C(CCCC1)CC1=CC=C(C#N)C=C1 (4-[(2-oxocyclohexyl)methyl]-benzonitrile). RXN SMILES: [Na+].[I-].Br[CH2:4][C:5]1[CH:12]=[CH:11][C:8]([C:9]#[N:10])=[CH:7][CH:6]=1.N1([C:18]2[CH2:23][CH2:22][CH2:21][CH2:20][CH:19]=2)CCCC1.[OH2:24]>CCO>[O:24]=[C:18]1[CH2:23][CH2:22][CH2:21][CH2:20][CH:19]1[CH2:4][C:5]1[CH:12]=[CH:11][C:8]([C:9]#[N:10])=[CH:7][CH:6]=1 |f:0.1|. Procedure details: NaI (1 g) was added to a solution of 4-Bromomethyl benzonitrile (12.9 g, 0.066 mol) and 1-(pyrrolidino-1-cyclohexene (10 g, 0.066 mol) in EtOH (150 ml). After 1 night at RT, the reaction mixture was poured into water (500 ml) and extracted twice with EtOAc. The organic phase was washed twice with water, dried over magnesium sulfate and concentrated to yield 4-[(2-oxocyclohexyl)methyl]-benzonitrile (7.06 g) as a yellow oil. 1H NMR (CDCl3): 7.60 (2H, d), 7.30 (2H, d), 3.25 (1H, dd), 2.7-2.2 (4H, m... The reactants are CCOC(=O)c1cc(S(=O)(=O)N2CCN(CC)CC2)cnc1OCC, Cc1ccccc1, [Na+], [OH-], O. Yields the product CCOc1ncc(S(=O)(=O)N2CCN(CC)CC2)cc1C(=O)O. RXN SMILES: [CH2:1]([CH3:2])[O:3][c:4]1[c:5]([C:6](=[O:7])[O:8][CH2:9][CH3:10])[cH:11][c:12]([S:15](=[O:16])(=[O:17])[N:18]2[CH2:19][CH2:20][N:21]([CH2:24][CH3:25])[CH2:22][CH2:23]2)[cH:13][n:14]1.[CH3:28][c:29]1[cH:30][cH:31][cH:32][cH:33][cH:34]1.[Na+:27].[OH-:26].[OH2:35]>>[CH2:1]([CH3:2])[O:3][c:4]1[c:5]([C:6](=[O:7])[OH:8])[cH:11][c:12]([S:15](=[O:16])(=[O:17])[N:18]2[CH2:19][CH2:20][N:21]([CH2:24][CH3:25])[CH2:22][CH2:23]2)[cH:13][n:14]1.